From a dataset of the Open Reaction Database (ORD), a public repository of structured organic reaction records. describe an organic reaction: reactants, conditions, products, and yield Solvent: CO (methanol). Product: NCCOCCOCCOCCOCCOCC(=O)O ([2-(2-{2-[2-(2-amino-ethoxy)-ethoxy]-ethoxy}-ethoxy)-ethoxy]acetic acid). Reaction SMILES: C([O:8][C:9](=[O:29])[CH2:10][O:11][CH2:12][CH2:13][O:14][CH2:15][CH2:16][O:17][CH2:18][CH2:19][O:20][CH2:21][CH2:22][O:23][CH2:24][CH2:25][N:26]=[N+]=[N-])C1C=CC=CC=1>CO.[Pd]>[NH2:26][CH2:25][CH2:24][O:23][CH2:22][CH2:21][O:20][CH2:19][CH2:18][O:17][CH2:16][CH2:15][O:14][CH2:13][CH2:12][O:11][CH2:10][C:9]([OH:29])=[O:8]. Reagents/catalysts: [Pd] (Pd—C). Procedure details: The Compound 6 obtained in Production Example 9 (1.94 g, 4.72 mmol) was dissolved in methanol (50 ml), 10% Pd—C (500 mg) was added, and catalytic hydrogenation was conducted at room temperature for 2.5 hours. The solid was removed by Celite filtration and washed with methanol, and the filtrate and the washings were combined and concentrated under reduced pressure to yield the desired [2-(2-{2-[2-(2-amino-ethoxy)-ethoxy]-ethoxy}-ethoxy)-ethoxy]acetic acid (Compound 7; 1.4 g, quantitative). Run at time 2.5 hour. Starting materials: C(C1=CC=CC=C1)OC(COCCOCCOCCOCCOCCN=[N+]=[N-])=O ([2-(2-{2-[2-(2-azido-ethoxy)-ethoxy]-ethoxy}-ethoxy)-ethoxy]acetic acid benzyl ester), Example 9.